This data is from the Open Reaction Database (ORD), a public repository of structured organic reaction records. The task is: describe an organic reaction: reactants, conditions, products, and yield The reactants are [N+](=O)([O-])C1=CC=C(C=C1)C(COCCC)=NO (4'-nitro-2-propoxyacetophenone oxime), Cl.ClCCN (2-chloroethyl amine hydrochloride), [OH-].[K+] (potassium hydroxide). The solvent is CN(C=O)C (dimethyl formamide), CN(C=O)C (dimethyl formamide). Conditions: temperature 10 celsius. Product: Cl.NCCON=C(COCCC)C1=CC=C(C=C1)[N+](=O)[O-] (4'-Nitro-2-propoxyacetophenone O-(2-aminoethyl)oxime hydrochloride). Reaction SMILES: [N+:1]([C:4]1[CH:9]=[CH:8][C:7]([C:10](=[N:16][OH:17])[CH2:11][O:12][CH2:13][CH2:14][CH3:15])=[CH:6][CH:5]=1)([O-:3])=[O:2].Cl.[Cl:19][CH2:20][CH2:21][NH2:22].[OH-].[K+]>CN(C)C=O>[ClH:19].[NH2:22][CH2:21][CH2:20][O:17][N:16]=[C:10]([C:7]1[CH:6]=[CH:5][C:4]([N+:1]([O-:3])=[O:2])=[CH:9][CH:8]=1)[CH2:11][O:12][CH2:13][CH2:14][CH3:15] |f:1.2,3.4,6.7|. Procedure: 10 Mmol of 4'-nitro-2-propoxyacetophenone oxime, 10.4 mmol of 2-chloroethyl amine hydrochloride and 1.4 g of powdered potassium hydroxide were added to 25 ml of dimethyl formamide while stirring at 10° C. After stirring for two days at room temperature the dimethyl formamide was evaporated in vacuo, the residue was brought in water and then 2 N hydrochloric acid was added until pH 3. The remaining oxime was removed by means of ether, after which 30 ml of 2 N sodium hydroxide solution were added.... Reactants: C(C)OC(C(F)OC1=C(C=C(C=C1)C[C@@H](C(NCCCCC1=CC=CC=C1)=O)NS(=O)(=O)C1=CC=CC=C1)N(C)C(=O)OCC1=CC=CC=C1)=O ([4-[(2S)-2-benzenesulfonylamino-2-(4-phenyl-butylcarbamoyl)-ethyl]-2-(benzyloxycarbonyl-methyl-amino)-phenoxy]-fluoro-acetic acid ethyl ester), [OH-].[K+] (KOH). The solvent is CCO (EtOH). Reaction conditions: time 8 hour. Product: C1(=CC=CC=C1)S(=O)(=O)N[C@@H](CC1=CC(=C(OC(C(=O)O)F)C=C1)N(C)C(=O)OCC1=CC=CC=C1)C(NCCCCC1=CC=CC=C1)=O ([4-[(2S)-2-benzenesulfonylamino-2-(4-phenyl-butylcarbamoyl)-ethyl]-2-(benzyloxycarbonyl-methyl-amino)-phenoxy]-fluoro-acetic acid). As a reaction SMILES: C([O:3][C:4](=[O:51])[CH:5]([O:7][C:8]1[CH:13]=[CH:12][C:11]([CH2:14][C@H:15]([NH:29][S:30]([C:33]2[CH:38]=[CH:37][CH:36]=[CH:35][CH:34]=2)(=[O:32])=[O:31])[C:16](=[O:28])[NH:17][CH2:18][CH2:19][CH2:20][CH2:21][C:22]2[CH:27]=[CH:26][CH:25]=[CH:24][CH:23]=2)=[CH:10][C:9]=1[N:39]([C:41]([O:43][CH2:44][C:45]1[CH:50]=[CH:49][CH:48]=[CH:47][CH:46]=1)=[O:42])[CH3:40])[F:6])C.[OH-].[K+]>CCO>[C:33]1([S:30]([NH:29][C@H:15]([C:16](=[O:28])[NH:17][CH2:18][CH2:19][CH2:20][CH2:21][C:22]2[CH:23]=[CH:24][CH:25]=[CH:26][CH:27]=2)[CH2:14][C:11]2[CH:12]=[CH:13][C:8]([O:7][CH:5]([F:6])[C:4]([OH:51])=[O:3])=[C:9]([N:39]([C:41]([O:43][CH2:44][C:45]3[CH:46]=[CH:47][CH:48]=[CH:49][CH:50]=3)=[O:42])[CH3:40])[CH:10]=2)(=[O:32])=[O:31])[CH:34]=[CH:35][CH:36]=[CH:37][CH:38]=1 |f:1.2|. Reported procedure: [4-[(2S)-2-Benzenesulfonylamino-2-(4-phenyl-butylcarbamoyl)-ethyl]-2-(benzyloxycarbonyl-methyl-amino)-phenoxy]-fluoro-acetic acid ethyl ester of Step C is dissolved in EtOH (2 mL) and 1N KOH (0.32 mL) is added. The mixture is stirred overnight. The solution is concentrated, and suspended in ETOAC and loaded on silica gel plug. The plug is washed with ETOAC (100 mL) to remove the impurities. The product is eluted from the plug by using 2% HOAC in ETOAC. The filtrate is concentrated to provide [4-... Reactants: C(C)(C)N(CC)C(C)C (diisopropylethyl amine), N[C@@H](CN1C(N(C(=C(C1=O)C1=C(C(=CC=C1)OC)F)C)CC1=C(C=CC=C1C(F)(F)F)F)=O)C1=CC=CC=C1 (3-[2(R)-amino-2-phenylethyl]-5-(2-fluoro-3-methoxyphenyl)-1-[2-fluoro-6-(trifluoromethyl)benzyl]-6-methyl-pyrimidine-2,4(1H,3H)-dione), BrCCCC#N (4-bromobutyronitrile). Run in C(C)#N (acetonitrile). Yields the product C(#N)CCCN[C@@H](CN1C(N(C(=C(C1=O)C1=C(C(=CC=C1)OC)F)C)CC1=C(C=CC=C1C(F)(F)F)F)=O)C1=CC=CC=C1 (3-[2(R)-{3-cyanopropyl-amino}-2-phenylethyl]-5-(2-fluoro-3-methoxyphenyl)-1-[2-fluoro-6-(trifluoromethyl)benzyl]-6-methyl-pyrimidine-2,4(1H,3H)-dione). The yield is 93.9%. RXN SMILES: [NH2:1][C@H:2]([C:34]1[CH:39]=[CH:38][CH:37]=[CH:36][CH:35]=1)[CH2:3][N:4]1[C:9](=[O:10])[C:8]([C:11]2[CH:16]=[CH:15][CH:14]=[C:13]([O:17][CH3:18])[C:12]=2[F:19])=[C:7]([CH3:20])[N:6]([CH2:21][C:22]2[C:27]([C:28]([F:31])([F:30])[F:29])=[CH:26][CH:25]=[CH:24][C:23]=2[F:32])[C:5]1=[O:33].C(N(C(C)C)CC)(C)C.Br[CH2:50][CH2:51][CH2:52][C:53]#[N:54]>C(#N)C>[C:53]([CH2:52][CH2:51][CH2:50][NH:1][C@H:2]([C:34]1[CH:39]=[CH:38][CH:37]=[CH:36][CH:35]=1)[CH2:3][N:4]1[C:9](=[O:10])[C:8]([C:11]2[CH:16]=[CH:15][CH:14]=[C:13]([O:17][CH3:18])[C:12]=2[F:19])=[C:7]([CH3:20])[N:6]([CH2:21][C:22]2[C:27]([C:28]([F:29])([F:31])[F:30])=[CH:26][CH:25]=[CH:24][C:23]=2[F:32])[C:5]1=[O:33])#[N:54]. Procedure details: Compound 1f (110 mg, 0.2 mmol) was dissolved in acetonitrile (5 mL) and diisopropylethyl amine (52 mg, 0.4 mmol) was added, followed by the addition of 4-bromobutyronitrile (90 mg, 0.6 mmol). The reaction mixture was refluxed for 16 hours. Volatiles were evaporated and the residue was purified by flash chromatography (silica, 5% MeOH/CH2Cl2) to give compound 3a (115 mg, 94%). MS (CI) m/z 613.3 (MH+). The reactants are NC1=NN(C(C1)C1=CC=CC=C1)C=1SC2=C(N1)C=CC=C2 (2-(3-amino-5-phenyl-2-pyrazolin-1-yl)benzothiazole), Cl (hydrochloric acid). Solvent: CN(C=O)C (N,N-dimethylformamide). Yields the product Cl.NC1=NN(C(C1)C1=CC=CC=C1)C=1SC2=C(N1)C=CC=C2 (2-(3-Amino-5-phenyl-2 -pyrazolin-1-yl)benzothiazole hydrochloride). As a reaction SMILES: [NH2:1][C:2]1[CH2:6][CH:5]([C:7]2[CH:12]=[CH:11][CH:10]=[CH:9][CH:8]=2)[N:4]([C:13]2[S:14][C:15]3[CH:21]=[CH:20][CH:19]=[CH:18][C:16]=3[N:17]=2)[N:3]=1.[ClH:22]>CN(C)C=O>[ClH:22].[NH2:1][C:2]1[CH2:6][CH:5]([C:7]2[CH:12]=[CH:11][CH:10]=[CH:9][CH:8]=2)[N:4]([C:13]2[S:14][C:15]3[CH:21]=[CH:20][CH:19]=[CH:18][C:16]=3[N:17]=2)[N:3]=1 |f:3.4|. Reported procedure: A 2.0 g. amount of 2-(3-amino-5-phenyl-2-pyrazolin-1-yl)benzothiazole (Example 6) is dissolved in 20.0 ml. of N,N-dimethylformamide. The solution is acidified with 5N ethanolic hydrochloric acid. The solvent is removed in vacuo and the residue is crystallized from ether-methanol at 5° C. to give 2.0 g. of the product of the Example as green crystals, m.p. 275°-285° C. Procedure details: At −5° C., 2.9 ml (40.5 mmol) of thionyl chloride were slowly added dropwise to 100 ml of methanol, and the mixture was stirred at this temperature for 10 min. 5 g (18.4 mmol) of 3-{trans-4-[(tert-butoxycarbonyl)amino]cyclohexyl}propanoic acid were then added in one portion, and the reaction mixture was stirred at room temperature overnight. After the reaction had gone to completion, the solvent was evaporated under reduced pressure. This gave 3.97 g (17.9 mmol, 97% of theory) of a colorless sol... Conditions: time 10 minute. Starting materials: S(=O)(Cl)Cl (thionyl chloride), CO (methanol), C(C)(C)(C)OC(=O)N[C@@H]1CC[C@H](CC1)CCC(=O)O (3-{trans-4-[(tert-butoxycarbonyl)amino]cyclohexyl}propanoic acid). The product is Cl.N[C@@H]1CC[C@H](CC1)CCC(=O)OC (Methyl 3-(trans-4-aminocyclohexyl)propanoate hydrochloride). As a reaction SMILES: S(Cl)([Cl:3])=O.C(OC([NH:12][C@H:13]1[CH2:18][CH2:17][C@H:16]([CH2:19][CH2:20][C:21]([OH:23])=[O:22])[CH2:15][CH2:14]1)=O)(C)(C)C.[CH3:24]O>>[ClH:3].[NH2:12][C@H:13]1[CH2:14][CH2:15][C@H:16]([CH2:19][CH2:20][C:21]([O:23][CH3:24])=[O:22])[CH2:17][CH2:18]1 |f:3.4|. The reactants are ClC(CS(=O)(=O)N=C=O)CCCCCCCCCC (2-chlorododecylsulfonyl isocyanate), NC1=NC(=CC(=N1)C)C (2-amino-4,6-dimethylpyrimidine). Run in ClCCl (dichloromethane). Run at temperature 0 celsius, time 2 hour. Yields the product CC1=NC(=NC(=C1)C)NC(=O)NS(=O)(=O)C1C(CCCCCCCCCC1)Cl (N-[(4,6-dimethylpyrimidin-2-yl)aminocarbonyl]-2-chlorocyclododecylsulfonamide). The yield is 70.5%. As a reaction SMILES: [Cl:1][CH:2]([CH2:10][CH2:11][CH2:12][CH2:13][CH2:14][CH2:15][CH2:16][CH2:17][CH2:18][CH3:19])[CH2:3][S:4]([N:7]=[C:8]=[O:9])(=[O:6])=[O:5].[NH2:20][C:21]1[N:26]=[C:25]([CH3:27])[CH:24]=[C:23]([CH3:28])[N:22]=1>ClCCl>[CH3:28][C:23]1[CH:24]=[C:25]([CH3:27])[N:26]=[C:21]([NH:20][C:8]([NH:7][S:4]([CH:3]2[CH2:19][CH2:18][CH2:17][CH2:16][CH2:15][CH2:14][CH2:13][CH2:12][CH2:11][CH2:10][CH:2]2[Cl:1])(=[O:5])=[O:6])=[O:9])[N:22]=1. Procedure details: 15.4 g (0.05 mole) of 2-chlorododecylsulfonyl isocyanate in 100 ml of dichloromethane were initially introduced and 6.2 g (0.05 mole) of 2-amino-4,6-dimethylpyrimidine were added in portions at 0° C. The mixture was initially stirred at 0° C. for 2 hours and then at room temperature for 18 hours and was then worked up in analogy to Example 5. 15.2 g (71% of theory) of N-[(4,6-dimethylpyrimidin-2-yl)aminocarbonyl]-2-chlorocyclododecylsulfonamide were obtained (pale yellow solid material, melting ... Starting materials: C1(CCCCC1)CN(C(COC1=CC=C(C=C1)C[C@@H](C(=O)OCC)OCC)=O)CCCCCCC (ethyl(2S)-3-(4-{2-[(cyclohexylmethyl)(heptyl)amino]-2-oxoethoxy}phenyl)-2-ethoxy-propanoate), [OH-].[Li+] (lithium hydroxide), Cl (HCl). Solvent: O (water). Reaction conditions: time 8 hour. The product is C1(CCCCC1)CN(C(COC1=CC=C(C=C1)C[C@@H](C(=O)O)OCC)=O)CCCCCCC ((2S)-3-(4-{2-[(Cyclohexylmethyl)(heptyl)amino]-2-oxoethoxy}phenyl)-2-ethoxy-propanoic acid). Isolated yield 102.6%. RXN SMILES: [CH:1]1([CH2:7][N:8]([CH2:29][CH2:30][CH2:31][CH2:32][CH2:33][CH2:34][CH3:35])[C:9](=[O:28])[CH2:10][O:11][C:12]2[CH:17]=[CH:16][C:15]([CH2:18][C@H:19]([O:25][CH2:26][CH3:27])[C:20]([O:22]CC)=[O:21])=[CH:14][CH:13]=2)[CH2:6][CH2:5][CH2:4][CH2:3][CH2:2]1.[OH-].[Li+].Cl>O>[CH:1]1([CH2:7][N:8]([CH2:29][CH2:30][CH2:31][CH2:32][CH2:33][CH2:34][CH3:35])[C:9](=[O:28])[CH2:10][O:11][C:12]2[CH:17]=[CH:16][C:15]([CH2:18][C@H:19]([O:25][CH2:26][CH3:27])[C:20]([OH:22])=[O:21])=[CH:14][CH:13]=2)[CH2:2][CH2:3][CH2:4][CH2:5][CH2:6]1 |f:1.2|. Procedure: To a solution of ethyl(2S)-3-(4-{2-[(cyclohexylmethyl)(heptyl)amino]-2-oxoethoxy}phenyl)-2-ethoxy-propanoate (0.031 g, 0.057 mmol) in TEF (2.0 mL) were added water (2.0 mL) and lithium hydroxide (0.006 g, 0.26 mmol), and the reaction mixture was stirred at room temperature overnight. The mixture was acidified with 2M HCl and extracted with ethyl acetate (4×25 mL). The combined organic phase was washed with brine (25 mL), dried over Na2SO4, and concentrated in vacuo to afford 0.027 g (93%) of a c...